Dataset: the Open Reaction Database (ORD), a public repository of structured organic reaction records. Task: describe an organic reaction: reactants, conditions, products, and yield Reactants: COS(=O)(=O)OC, CO, CSCc1ccnc(Cl)c1N, O=C(O)C(F)(F)F, [Zn]. Yields the product Cc1ccnc(Cl)c1N. Reaction SMILES: [CH3:12][O:13][S:14]([O:15][CH3:16])(=[O:17])=[O:18].[CH3:26][OH:27].[NH2:1][c:2]1[c:3]([Cl:11])[n:4][cH:5][cH:6][c:7]1[CH2:8][S:9][CH3:10].[OH:19][C:20]([C:21]([F:22])([F:23])[F:24])=[O:25].[Zn:28]>>[NH2:1][c:2]1[c:3]([Cl:11])[n:4][cH:5][cH:6][c:7]1[CH3:8]. The product is CCCCOc1cc(OP(=O)(OC)OC)c(C#N)s1. As a reaction SMILES: [C:14](#[N:15])[c:16]1[s:17][c:18]([O:22][CH2:23][CH2:24][CH2:25][CH3:26])[cH:19][c:20]1[OH:21].[C:1](=[O:2])([O-:3])[O-:4].[CH3:27][C:28]#[N:29].[K+:5].[K+:6].[P:7](=[O:8])([O:9][CH3:10])([O:11][CH3:12])[Cl:13]>>[P:7](=[O:8])([O:9][CH3:10])([O:11][CH3:12])[O:21][c:20]1[c:16]([C:14]#[N:15])[s:17][c:18]([O:22][CH2:23][CH2:24][CH2:25][CH3:26])[cH:19]1. Starting materials: CCCCOc1cc(O)c(C#N)s1, O=C([O-])[O-], CC#N, [K+], [K+], COP(=O)(Cl)OC. Starting materials: CC(=O)c1cc(C#N)c(Cl)nc1C, C1COCCN1, Cc1ccccc1. Product: CC(=O)c1cc(C#N)c(N2CCOCC2)nc1C. As a reaction SMILES: [C:1]([CH3:2])(=[O:3])[c:4]1[c:5]([CH3:13])[n:6][c:7]([Cl:12])[c:8]([C:10]#[N:11])[cH:9]1.[CH2:14]1[CH2:15][O:16][CH2:17][CH2:18][NH:19]1.[CH3:20][c:21]1[cH:22][cH:23][cH:24][cH:25][cH:26]1>>[C:1]([CH3:2])(=[O:3])[c:4]1[c:5]([CH3:13])[n:6][c:7]([N:19]2[CH2:14][CH2:15][O:16][CH2:17][CH2:18]2)[c:8]([C:10]#[N:11])[cH:9]1.